Dataset: the Open Reaction Database (ORD), a public repository of structured organic reaction records. Task: describe an organic reaction: reactants, conditions, products, and yield The reactants are CN(C)C=O, ClCc1ccccc1, [H-], [Na+], OCC1CC=CCC1CO. Reaction SMILES: [CH3:21][N:22]([CH3:23])[CH:24]=[O:25].[Cl:13][CH2:14][c:15]1[cH:16][cH:17][cH:18][cH:19][cH:20]1.[H-:11].[Na+:12].[OH:1][CH2:2][CH:3]1[CH2:4][CH:5]=[CH:6][CH2:7][CH:8]1[CH2:9][OH:10]>>[OH:1][CH2:2][CH:3]1[CH2:4][CH:5]=[CH:6][CH2:7][CH:8]1[CH2:9][O:10][CH2:14][c:15]1[cH:16][cH:17][cH:18][cH:19][cH:20]1. The product is OCC1CC=CCC1COCc1ccccc1. Reaction conditions: time 8 hour. Solvent: N1=CC=CC=C1 (pyridine). As a reaction SMILES: [O:1]1[C:5]2[CH:6]=[CH:7][C:8]([C:10]3[C:11]([O:17][CH2:18][CH:19]4[CH2:21][CH2:20]4)=[N:12][N:13]([CH3:16])[C:14]=3[NH2:15])=[CH:9][C:4]=2[O:3][CH2:2]1.CN(C1C=CC=CN=1)C.Cl[S:32]([C:35]1[CH:40]=[CH:39][C:38]([C:41]([CH3:48])([CH3:47])[C:42]([O:44][CH2:45][CH3:46])=[O:43])=[CH:37][CH:36]=1)(=[O:34])=[O:33]>N1C=CC=CC=1>[O:1]1[C:5]2[CH:6]=[CH:7][C:8]([C:10]3[C:11]([O:17][CH2:18][CH:19]4[CH2:21][CH2:20]4)=[N:12][N:13]([CH3:16])[C:14]=3[NH:15][S:32]([C:35]3[CH:36]=[CH:37][C:38]([C:41]([CH3:47])([CH3:48])[C:42]([O:44][CH2:45][CH3:46])=[O:43])=[CH:39][CH:40]=3)(=[O:34])=[O:33])=[CH:9][C:4]=2[O:3][CH2:2]1. The yield is 64.8%. Starting materials: O1COC2=C1C=CC(=C2)C=2C(=NN(C2N)C)OCC2CC2 (4-(1,3-benzodioxol-5-yl)-3-(cyclopropylmethoxy)-1-methyl-1H-pyrazol-5-ylamine), CN(C)C1=NC=CC=C1 (dimethylaminopyridine), ClS(=O)(=O)C1=CC=C(C=C1)C(C(=O)OCC)(C)C (ethyl 2-[4-(chlorosulfonyl)phenyl]-2-methylpropanoate). The product is O1COC2=C1C=CC(=C2)C=2C(=NN(C2NS(=O)(=O)C2=CC=C(C=C2)C(C(=O)OCC)(C)C)C)OCC2CC2 (ethyl 2-{4-[([4-(1,3-benzodioxol-5-yl)-3-(cyclopropylmethoxy)-1-methyl-1H-pyrazol-5-yl]amino)sulfonyl]phenyl}-2-methylpropanoate). Procedure details: To 4-(1,3-benzodioxol-5-yl)-3-(cyclopropylmethoxy)-1-methyl-1H-pyrazol-5-ylamine (Preparation 50) (230 mg) in anhydrous pyridine (8 ml) at room temperature under an atmosphere of nitrogen was added dimethylaminopyridine (108 mg) and ethyl 2-[4-(chlorosulfonyl)phenyl]-2-methylpropanoate (512 mg). The mixture was stirred overnight and then concentrated under reduced pressure. HCl 0.01N (100 ml) was poured on the resulting yellow syrup and the resulting mixture was extracted with dichloromethane (3... Reactants: C=C(C)C, ClCCl, [NH4+], [OH-], CCC(=O)c1c(O)cccc1O. The product is CCC(=O)c1c(O)cccc1OC(C)(C)C. RXN SMILES: [CH3:13][C:14]([CH3:15])=[CH2:16].[Cl:19][CH2:20][Cl:21].[NH4+:17].[OH-:18].[OH:1][c:2]1[c:3]([C:9]([CH2:10][CH3:11])=[O:12])[c:4]([OH:8])[cH:5][cH:6][cH:7]1>>[O:1]([c:2]1[c:3]([C:9]([CH2:10][CH3:11])=[O:12])[c:4]([OH:8])[cH:5][cH:6][cH:7]1)[C:14]([CH3:13])([CH3:15])[CH3:16]. Product: ClC=1C=C(C=CC1Cl)NC(=O)NCC=1C=C2C(N(C(C2=CC1)=O)C1C(NC(CC1)=O)=O)=O (1-(3,4-dichloro-phenyl)-3-[2-(2,6-dioxo-piperidin-3-yl)-1,3-dioxo-2,3-dihydro-1H-isoindol-5-ylmethyl]-urea). Procedure details: A mixture of 5-aminomethyl-2-(2,6-dioxo-piperidin-3-yl)-isoindole-1,3-dione hydrochloride (0.97 g, 3.0 mmol), 3,4-dichlorophenyl isocyanate (0.56 g, 3.0 mmol) and N,N-diisopropylethylamine (1.05 mL, 6.00 mmol) in pyridine (20 mL) was stirred at 40° C. overnight. The reaction mixture was cooled to room temperature, and the solvent was removed under vacuum. The residue was suspended in a biphasic mixture of CH2Cl2 (150 mL) and water (150 mL) and stirred for 2 hours. The solid was filtered, washed ... Reactants: Cl.NCC=1C=C2C(N(C(C2=CC1)=O)C1C(NC(CC1)=O)=O)=O (5-aminomethyl-2-(2,6-dioxo-piperidin-3-yl)-isoindole-1,3-dione hydrochloride), ClC=1C=C(C=CC1Cl)N=C=O (3,4-dichlorophenyl isocyanate), C(C)(C)N(C(C)C)CC (N,N-diisopropylethylamine). Solvent: N1=CC=CC=C1 (pyridine). Isolated yield 16.0%. Reaction conditions: temperature 40 celsius, time 8 hour. Reaction SMILES: Cl.[NH2:2][CH2:3][C:4]1[CH:5]=[C:6]2[C:10](=[CH:11][CH:12]=1)[C:9](=[O:13])[N:8]([CH:14]1[CH2:19][CH2:18][C:17](=[O:20])[NH:16][C:15]1=[O:21])[C:7]2=[O:22].[Cl:23][C:24]1[CH:25]=[C:26]([N:31]=[C:32]=[O:33])[CH:27]=[CH:28][C:29]=1[Cl:30].C(N(CC)C(C)C)(C)C>N1C=CC=CC=1>[Cl:23][C:24]1[CH:25]=[C:26]([NH:31][C:32]([NH:2][CH2:3][C:4]2[CH:5]=[C:6]3[C:10](=[CH:11][CH:12]=2)[C:9](=[O:13])[N:8]([CH:14]2[CH2:19][CH2:18][C:17](=[O:20])[NH:16][C:15]2=[O:21])[C:7]3=[O:22])=[O:33])[CH:27]=[CH:28][C:29]=1[Cl:30] |f:0.1|.